Dataset: the Open Reaction Database (ORD), a public repository of structured organic reaction records. Task: describe an organic reaction: reactants, conditions, products, and yield Product: FC(C(=O)N[C@H]1CC(O[C@H](C1)C)Cl)(F)F (2,3,4,6-tetradeoxy-3-trifluoroacetamido-L-threo-hexopyranosyl chloride). The reactants are FC(C(=O)N[C@H]1CC(O)O[C@H](C1)C)(F)F (2,3,4,6-tetradeoxy-3-trifluoroacetamido-L-threo-hexopyranose), [N+](=O)([O-])C1=CC=C(C(=O)Cl)C=C1 (p-nitrobenzoyl chloride). Run in N1=CC=CC=C1 (pyridine). RXN SMILES: [F:1][C:2]([F:15])([F:14])[C:3]([NH:5][C@@H:6]1[CH2:12][C@H:11]([CH3:13])[O:10][CH:8](O)[CH2:7]1)=[O:4].[N+](C1C=CC(C([Cl:25])=O)=CC=1)([O-])=O>N1C=CC=CC=1>[F:1][C:2]([F:15])([F:14])[C:3]([NH:5][C@@H:6]1[CH2:12][C@H:11]([CH3:13])[O:10][CH:8]([Cl:25])[CH2:7]1)=[O:4]. Reaction conditions: time 12 hour. Reported procedure: To a solution of 1 g of compound (IX) in 10 ml of anhydrous pyridine, 2 g of p-nitrobenzoyl chloride were added. After 12 hours at room temperature, the reaction mixture was poured onto ice and the resulting precipitate was washed with water until the water was neutral. The resulting crude 1-p-nitrobenzoate (mixture of α and β anomer) was dried over phosphorus pentoxide for several hours under vacuum, and then dissolved in dry methylene dichloride and saturated at 0° with anhydrous hydrogen chlo...